Dataset: the Open Reaction Database (ORD), a public repository of structured organic reaction records. Task: describe an organic reaction: reactants, conditions, products, and yield The reactants are CO, O=C(O)c1ccc(Cl)cc1O, O=S(=O)(O)O, c1ccccc1. The product is COC(=O)c1ccc(Cl)cc1O. As a reaction SMILES: [CH3:12][OH:13].[Cl:1][c:2]1[cH:3][c:4]([OH:11])[c:5]([C:6](=[O:7])[OH:8])[cH:9][cH:10]1.[S:14](=[O:15])(=[O:16])([OH:17])[OH:18].[cH:19]1[cH:20][cH:21][cH:22][cH:23][cH:24]1>>[Cl:1][c:2]1[cH:3][c:4]([OH:11])[c:5]([C:6](=[O:7])[O:8][CH3:12])[cH:9][cH:10]1. Starting materials: COc1cccc(OC)c1CN, CN(C)C=O, O, On1nnc2ccccc21, O=C(O)c1ccc2cnccc2n1. Product: COc1cccc(OC)c1CNC(=O)c1ccc2cnccc2n1. RXN SMILES: [CH3:25][O:26][c:27]1[c:28]([CH2:29][NH2:30])[c:31]([O:35][CH3:36])[cH:32][cH:33][cH:34]1.[O:37]=[CH:38][N:39]([CH3:40])[CH3:41].[OH2:14].[OH:15][n:16]1[c:17]2[cH:18][cH:19][cH:20][cH:21][c:22]2[n:23][n:24]1.[n:1]1[c:2]([C:11](=[O:12])[OH:13])[cH:3][cH:4][c:5]2[cH:6][n:7][cH:8][cH:9][c:10]12>>[n:1]1[c:2]([C:11](=[O:13])[NH:30][CH2:29][c:28]2[c:27]([O:26][CH3:25])[cH:34][cH:33][cH:32][c:31]2[O:35][CH3:36])[cH:3][cH:4][c:5]2[cH:6][n:7][cH:8][cH:9][c:10]12. The product is FC=1C=CC2=C(C(N3[C@H](C=4N2C=NC4C(=O)N)CCC3)=O)C1 ((S)-7-fluoro-11,12,13,13a-tetrahydro-9-oxo-9H-imidazo[1,5-a]pyrrolo[2,1-c][1,4]benzodiazepine-1-carboxamide). Solvent: O (water), O (water), CN(C=O)C (N,N-dimethylformamide). The reactants are FC=1C=CC2=C(C(N3[C@H](C=4N2C=NC4C(=O)N4C=NC=C4)CCC3)=O)C1 (1-[[(S)-7-fluoro-11,12,13,13a-tetrahydro-9-oxo-9H-imidazo[1,5-a]pyrrolo[2,1-c][1,4]benzodiazepin-1-yl]carbonyl]imidazole), N (ammonia). Procedure details: 20 g (57 mmol) of 1-[[(S)-7-fluoro-11,12,13,13a-tetrahydro-9-oxo-9H-imidazo[1,5-a]pyrrolo[2,1-c][1,4]benzodiazepin-1-yl]carbonyl]imidazole are suspended in 55 ml of N,N-dimethylformamide, the suspension is treated with 9.9 ml of 25 percent ammonia solution in water, the mixture is stirred for a half hour and then poured into 300 ml of water. The precipitated product is filtered off under suction, washed with water and dried at 80° for 48 hours in a water-jet vacuum. There is obtained (S)-7-fluor... Reaction SMILES: [F:1][C:2]1[CH:3]=[CH:4][C:5]2[N:11]3[CH:12]=[N:13][C:14]([C:15]([N:17]4C=CN=C4)=[O:16])=[C:10]3[C@@H:9]3[CH2:22][CH2:23][CH2:24][N:8]3[C:7](=[O:25])[C:6]=2[CH:26]=1.N>CN(C)C=O.O>[F:1][C:2]1[CH:3]=[CH:4][C:5]2[N:11]3[CH:12]=[N:13][C:14]([C:15]([NH2:17])=[O:16])=[C:10]3[C@@H:9]3[CH2:22][CH2:23][CH2:24][N:8]3[C:7](=[O:25])[C:6]=2[CH:26]=1. Reactants: solid, BrC1=CC(=CC=2C(=C3N(C12)CCCNC3=O)C)C#N (7-bromo-11-methyl-1-oxo-2,3,4,5-tetrahydro-[1,4]diazepino[1,2-a]indole-9-carbonitrile), BrC1=CC(=CC=2C(=C3N(C12)CCCNC3=O)C)C#N (7-bromo-11-methyl-1-oxo-2,3,4,5-tetrahydro-[1,4]diazepino[1,2-a]indole-9-carbonitrile), COC1=CC=C(C=C1)B(O)O (4-methoxy-phenylboronic acid). Yields the product COC1=CC=C(C=C1)C1=CC(=CC=2C(=C3N(C12)CCCNC3=O)C)C#N (7-(4-Methoxyphenyl)-11-methyl-1-oxo-2,3,4,5-tetrahydro-[1,4]diazepino[1,2-a]indole-9-carbonitrile). As a reaction SMILES: Br[C:2]1[C:10]2[N:9]3[CH2:11][CH2:12][CH2:13][NH:14][C:15](=[O:16])[C:8]3=[C:7]([CH3:17])[C:6]=2[CH:5]=[C:4]([C:18]#[N:19])[CH:3]=1.[CH3:20][O:21][C:22]1[CH:27]=[CH:26][C:25](B(O)O)=[CH:24][CH:23]=1>>[CH3:20][O:21][C:22]1[CH:27]=[CH:26][C:25]([C:2]2[C:10]3[N:9]4[CH2:11][CH2:12][CH2:13][NH:14][C:15](=[O:16])[C:8]4=[C:7]([CH3:17])[C:6]=3[CH:5]=[C:4]([C:18]#[N:19])[CH:3]=2)=[CH:24][CH:23]=1. Reported procedure: The title compound, white solid (55 mg, 64%), MS (ISP) m/z=346.5 [(M+H)+], mp 277° C., was prepared in accordance with the general method of example 1 from 7-bromo-11-methyl-1-oxo-2,3,4,5-tetrahydro-[1,4]diazepino[1,2-a]indole-9-carbonitrile (intermediate 17) (79.5 mg, 0.25 mmol) and commercially available 4-methoxy-phenylboronic acid (49.4 mg, 0.325 mmol). Reactants: O (water), COC=1C=C(C=CC1)C1(CC=CCC1)CC(=O)N(C)C (1-(m-methoxyphenyl)-N,N-dimethyl-3-cyclohexene-1-acetamide), [H-].[Al+3].[Li+].[H-].[H-].[H-] (lithium aluminum hydride). Run in O1CCCC1 (tetrahydrofuran), O1CCCC1 (tetrahydrofuran). The product is COC=1C=C(C=CC1)C1(C=CCCC1)CCN(C)C (rac. 1-(m-methoxyphenyl)-N,N-dimethyl-2-cyclohexene-1-ethylamine). Reaction SMILES: [CH3:1][O:2][C:3]1[CH:4]=[C:5]([C:9]2([CH2:15][C:16]([N:18]([CH3:20])[CH3:19])=O)[CH2:14][CH2:13][CH:12]=[CH:11][CH2:10]2)[CH:6]=[CH:7][CH:8]=1.[H-].[Al+3].[Li+].[H-].[H-].[H-].O>O1CCCC1>[CH3:1][O:2][C:3]1[CH:4]=[C:5]([C:9]2([CH2:15][CH2:16][N:18]([CH3:20])[CH3:19])[CH2:14][CH2:13][CH2:12][CH:11]=[CH:10]2)[CH:6]=[CH:7][CH:8]=1 |f:1.2.3.4.5.6|. Procedure details: A solution of 1.0 g of 1-(m-methoxyphenyl)-N,N-dimethyl-3-cyclohexene-1-acetamide in 10 ml of absolute tetrahydrofuran is added to a suspension of 1 g of lithium aluminum hydride in 50 ml of absolute tetrahydrofuran, and the mixture is boiled at reflux overnight. After the addition of water, the separated precipitate is removed by filtration under suction and washed well with tetrahydrofuran, whereupon the filtrate is evaporated. The oil remaining behind is treated with 1 N hydrochloric acid. Th...